Dataset: the Open Reaction Database (ORD), a public repository of structured organic reaction records. Task: describe an organic reaction: reactants, conditions, products, and yield Reactants: C(CCCCC)OC=1C=C(C(=CC1)O)C=1C(=CC=CC1)O (4'-(hexyloxy)biphenol), C([O-])([O-])=O.[K+].[K+] (potassium carbonate), BrCCCCCCBr (1,6-dibromohexane). Solvent: CC(=O)C (acetone). Product: C(CCCCC)OC1=CC=C(C=C1)C1=CC=C(C=C1)OCCCCCCBr (4'-(hexyloxy)-4-(6-bromohexyloxy)biphenyl). Isolated yield 76.9%. RXN SMILES: [CH2:1]([O:7][C:8]1[CH:9]=[C:10](C2C(O)=CC=CC=2)[C:11](O)=[CH:12][CH:13]=1)[CH2:2][CH2:3][CH2:4][CH2:5][CH3:6].[C:22](=[O:25])([O-])[O-].[K+].[K+].Br[CH2:29][CH2:30][CH2:31][CH2:32][CH2:33][CH2:34][Br:35]>CC(C)=O>[CH2:1]([O:7][C:8]1[CH:13]=[CH:12][C:11]([C:3]2[CH:4]=[CH:5][C:22]([O:25][CH2:29][CH2:30][CH2:31][CH2:32][CH2:33][CH2:34][Br:35])=[CH:1][CH:2]=2)=[CH:10][CH:9]=1)[CH2:2][CH2:3][CH2:4][CH2:5][CH3:6] |f:1.2.3|. Procedure: A solution of 4'-(hexyloxy)biphenol (8.10 g, 30 mmol), potassium carbonate (8.30 g, 60 mmol), 1,6-dibromohexane (22.0 g, 90 mmol) and acetone (80 mL) was heated to reflux for 24 h. One-half the acetone was removed by distillation and the mixture was poured into tetrahydrofuran:ether, 1:1 (600 mL), and washed with water. The solution was dried over magnesium sulfate and concentrated to a solid. The solid was recrystallized from tetrahydrofuran-ether to give 4'-(hexyloxy)-4-(6-bromohexyloxy)biphen... Reactants: CC(=O)Nc1ccc(S(=O)(=O)Nc2ccc(N3CCC(=O)CC3)cc2)cc1, NCC(O)COc1cccc2[nH]c3ccccc3c12. Product: CC(=O)Nc1ccc(S(=O)(=O)Nc2ccc(N3CCC(NCC(O)COc4cccc5[nH]c6ccccc6c45)CC3)cc2)cc1. Reaction SMILES: [O:1]=[C:2]1[CH2:3][CH2:4][N:5]([c:8]2[cH:9][cH:10][c:11]([NH:14][S:15](=[O:16])(=[O:17])[c:18]3[cH:19][cH:20][c:21]([NH:24][C:25]([CH3:26])=[O:27])[cH:22][cH:23]3)[cH:12][cH:13]2)[CH2:6][CH2:7]1.[cH:28]1[cH:29][cH:30][c:31]([O:41][CH2:42][CH:43]([CH2:44][NH2:45])[OH:46])[c:32]2[c:33]3[cH:34][cH:35][cH:36][cH:37][c:38]3[nH:39][c:40]12>>[CH:2]1([NH:45][CH2:44][CH:43]([CH2:42][O:41][c:31]2[cH:30][cH:29][cH:28][c:40]3[c:32]2[c:33]2[cH:34][cH:35][cH:36][cH:37][c:38]2[nH:39]3)[OH:46])[CH2:3][CH2:4][N:5]([c:8]2[cH:9][cH:10][c:11]([NH:14][S:15](=[O:16])(=[O:17])[c:18]3[cH:19][cH:20][c:21]([NH:24][C:25]([CH3:26])=[O:27])[cH:22][cH:23]3)[cH:12][cH:13]2)[CH2:6][CH2:7]1. Reactants: O=P(Cl)(Cl)Cl (POCl3), CN(C1=CC=CC=C1)C (N,N-dimethyl aniline), COC1=CC=C(C=C1)C1=NC(=CC(=N1)O)O (2-p-methoxyphenyl-4,6-dihydroxypyrimidine), C(Cl)Cl (methylene chloride). Run at time 2 hour. Yields the product COC1=CC=C(C=C1)C1=NC(=CC(=N1)Cl)Cl (2p-methoxyphenyl-4,6-dichloropyrimidine). RXN SMILES: O=P(Cl)(Cl)[Cl:3].CN(C)C1C=CC=CC=1.[CH3:15][O:16][C:17]1[CH:22]=[CH:21][C:20]([C:23]2[N:28]=[C:27](O)[CH:26]=C(O)[N:24]=2)=[CH:19][CH:18]=1.[CH2:31]([Cl:33])Cl>>[CH3:15][O:16][C:17]1[CH:22]=[CH:21][C:20]([C:23]2[N:28]=[C:27]([Cl:3])[CH:26]=[C:31]([Cl:33])[N:24]=2)=[CH:19][CH:18]=1. Reported procedure: 126 ml of phosphoroxy chloride (POCl3) and then 57 ml of N,N-dimethyl aniline are added dropwise over 30 minutes to 54.5 g of 2-p-methoxyphenyl-4,6-dihydroxypyrimidine with cooling, such that the temperature does not exceed 45° C. The reaction mixture is then stirred for 2 hours at room temperature and subsequently refluxed for 2 hours. The reaction mixture is then concentrated by rotary evaporation and the residue is triturated in 2 liters of iced water. The solid product is isolated by filtrat... The reactants are CN1CC2=CC=C(C=C2CC1)C(=O)N1C[C@@H](CC1)NC(OC(C)(C)C)=O (tert. Butyl (R)-[1-(2-methyl-1,2,3,4-tetrahydroisoquinoline-6-carbonyl)-pyrrolidin-3-yl]-carbamate), Cl (hydrochloric acid). Run in C1CCOC1 (THF). Reaction conditions: time 2 hour. Product: N[C@H]1CN(CC1)C(=O)C=1C=C2CCN(CC2=CC1)C ((R)-(3-Amino-pyrrolidin-1-yl)-(2-methyl-1,2,3,4-tetrahydroisoquinolin-6-yl)-methanone). Reaction SMILES: [CH3:1][N:2]1[CH2:11][CH2:10][C:9]2[C:4](=[CH:5][CH:6]=[C:7]([C:12]([N:14]3[CH2:18][CH2:17][C@@H:16]([NH:19]C(=O)OC(C)(C)C)[CH2:15]3)=[O:13])[CH:8]=2)[CH2:3]1.Cl>C1COCC1>[NH2:19][C@@H:16]1[CH2:17][CH2:18][N:14]([C:12]([C:7]2[CH:8]=[C:9]3[C:4](=[CH:5][CH:6]=2)[CH2:3][N:2]([CH3:1])[CH2:11][CH2:10]3)=[O:13])[CH2:15]1. Procedure details: 1.4 g (3.8 mmol) tert. Butyl (R)-[1-(2-methyl-1,2,3,4-tetrahydroisoquinoline-6-carbonyl)-pyrrolidin-3-yl]-carbamate are dissolved in 5 ml THF and slowly combined with 9.5 ml hydrochloric acid (4 M in 1,4-dioxane). The mixture is stirred for two hours, then concentrated down to ⅔ of its volume and the crude product is filtered off as a precipitate, which is then purified by RP-HPLC (eluant: gradient ammonia/acetonitrile). Reactants: ClC1=NC=C(C(=N1)N[C@H]1CC(N2CCC[C@H]2C1)(C)C)F ((7R,8aS)-N-(2-chloro-5-fluoropyrimidin-4-yl)-octahydro-5,5-dimethylindolizin-7-amine), NC=1C=CC(=C(C#N)C1)N1CCN(CC1)C(C)C (5-amino-2-(4-isopropylpiperazin-1-yl)benzonitrile), PTSA monohydrate, CC(C)O (IPA). Yields the product N.CO (NH3 MeOH), CC1(N2CCC[C@H]2C[C@H](C1)NC1=NC(=NC=C1F)NC=1C=CC(=C(C#N)C1)N1CCN(CC1)C(C)C)C (5-(4-((7R,8aS)-octahydro-5,5-dimethylindolizin-7-ylamino)-5-fluoropyrimidin-2-ylamino)-2-(4-isopropylpiperazin-1-yl)benzonitrile). Isolated yield 71.0%. As a reaction SMILES: Cl[C:2]1[N:7]=[C:6]([NH:8][C@@H:9]2[CH2:17][C@H:16]3[N:12]([CH2:13][CH2:14][CH2:15]3)[C:11]([CH3:19])([CH3:18])[CH2:10]2)[C:5]([F:20])=[CH:4][N:3]=1.[NH2:21][C:22]1[CH:23]=[CH:24][C:25]([N:30]2[CH2:35][CH2:34][N:33]([CH:36]([CH3:38])[CH3:37])[CH2:32][CH2:31]2)=[C:26]([CH:29]=1)[C:27]#[N:28].C[CH:40]([OH:42])C>>[NH3:3].[CH3:40][OH:42].[CH3:18][C:11]1([CH3:19])[CH2:10][C@H:9]([NH:8][C:6]2[C:5]([F:20])=[CH:4][N:3]=[C:2]([NH:21][C:22]3[CH:23]=[CH:24][C:25]([N:30]4[CH2:35][CH2:34][N:33]([CH:36]([CH3:38])[CH3:37])[CH2:32][CH2:31]4)=[C:26]([CH:29]=3)[C:27]#[N:28])[N:7]=2)[CH2:17][C@H:16]2[N:12]1[CH2:13][CH2:14][CH2:15]2 |f:3.4|. Reported procedure: A mixture of (7R,8aS)-N-(2-chloro-5-fluoropyrimidin-4-yl)-octahydro-5,5-dimethylindolizin-7-amine (163 mg, 0.546 mmol, 1.0 equiv), 5-amino-2-(4-isopropylpiperazin-1-yl)benzonitrile (200 mg, 0.819 mmol, 1.5 equiv), and PTSA monohydrate (208 mg, 1.09 mmol, 2.0 equiv) in IPA (5 mL) was heated to reflux for 2 days. After cooling to ambient temperature, the crude mixture was concentrated to dryness and taken in water, EtOAc, and 1N NaOH. The layers were separated. The organic layer was washed with 1N... Starting materials: C[Bi](C)Br (dimethylbismuthanyl bromide), C(C(C)C)(=O)OC (methyl isobutyrate), CCCCCCC.C1CCOC1.C(C)C1=CC=CC=C1 (heptane THF ethylbenzene), C(C)(C)[N-]C(C)C.[Li+] (lithium diisopropylamide). The solvent is C1CCOC1 (THF), C1CCOC1 (THF). Reaction conditions: temperature -78 celsius. Product: C[Bi](C(C(=O)OC)(C)C)C (Methyl 2-Dimethylbismuthanyl-2-methyl-propionate). Isolated yield 46.9%. As a reaction SMILES: [C:1]([O:6][CH3:7])(=[O:5])[CH:2]([CH3:4])[CH3:3].C([N-]C(C)C)(C)C.[Li+].CCCCCCC.C1COCC1.C(C1C=CC=CC=1)C.[CH3:36][Bi:37](Br)[CH3:38]>C1COCC1>[CH3:36][Bi:37]([CH3:38])[C:2]([CH3:4])([CH3:3])[C:1]([O:6][CH3:7])=[O:5] |f:1.2,3.4.5|. Procedure: Under argon gas atmosphere, 2.86 g (28 mmol) of methyl isobutyrate was dissolved in 25 ml of THF, and the solution was cooled to −78° C. To the solution was slowly added dropwise (for 10 minutes) 14.0 ml (28 mmol) of lithium diisopropylamide (Aldrich, a 2.0M heptane/THF/ethylbenzene solution thereof). While the mixture was gradually warmed (for 1 hour), the solution of 8.9 g of dimethylbismuthanyl bromide synthesized in Synthesis Example 6 in 25 ml of THF was added dropwise within the range of −...